From a dataset of the Open Reaction Database (ORD), a public repository of structured organic reaction records. describe an organic reaction: reactants, conditions, products, and yield The reactants are CN(C)C=O, ClCc1ccc2ccccc2n1, [H-], [Na+], O=C1CCCc2ccc(O)cc21. Yields the product O=C1CCCc2ccc(OCc3ccc4ccccc4n3)cc21. As a reaction SMILES: [CH3:27][N:28]([CH3:29])[CH:30]=[O:31].[Cl:15][CH2:16][c:17]1[n:18][c:19]2[cH:20][cH:21][cH:22][cH:23][c:24]2[cH:25][cH:26]1.[H-:2].[Na+:1].[OH:3][c:4]1[cH:5][cH:6][c:7]2[c:12]([cH:13]1)[C:11](=[O:14])[CH2:10][CH2:9][CH2:8]2>>[O:3]([c:4]1[cH:5][cH:6][c:7]2[c:12]([cH:13]1)[C:11](=[O:14])[CH2:10][CH2:9][CH2:8]2)[CH2:16][c:17]1[n:18][c:19]2[cH:20][cH:21][cH:22][cH:23][c:24]2[cH:25][cH:26]1. Starting materials: O=C1CCC(=O)N1Br, ClC(Cl)(Cl)Cl, O=C(OOC(=O)c1ccccc1)c1ccccc1, NC(=O)C=C1CCc2ccc(F)cc21, c1ccccc1. Product: NC(=O)C=C1c2cc(F)ccc2CC1Br. As a reaction SMILES: [Br:1][N:2]1[C:3](=[O:4])[CH2:5][CH2:6][C:7]1=[O:8].[C:41]([Cl:42])([Cl:43])([Cl:44])[Cl:45].[C:9]([O:10][O:11][C:12](=[O:13])[c:14]1[cH:15][cH:16][cH:17][cH:18][cH:19]1)(=[O:20])[c:21]1[cH:22][cH:23][cH:24][cH:25][cH:26]1.[F:27][c:28]1[cH:29][cH:30][c:31]2[c:35]([cH:36]1)[C:34](=[CH:37][C:38](=[O:39])[NH2:40])[CH2:33][CH2:32]2.[cH:46]1[cH:47][cH:48][cH:49][cH:50][cH:51]1>>[Br:1][CH:33]1[CH2:32][c:31]2[cH:30][cH:29][c:28]([F:27])[cH:36][c:35]2[C:34]1=[CH:37][C:38](=[O:39])[NH2:40]. The reactants are [BH4-].[Na+] (Sodium borohydride), C(C)C=1SC2=C(N1)C(C1=C(C=C2)C=C(C=C1)C)=O (2-Ethyl-7-methyl-4H-benzo[5,6]cyclohepta[1,2-d]thiazol-4-one), [BH4-].[Na+] (sodium borohydride). The solvent is ClCCl (dichloromethane), C(C)O (ethanol). Reaction conditions: time 2.5 hour. Yields the product C(C)C=1SC2=C(N1)C(C1=C(C=C2)C=C(C=C1)C)O ((±)-2-Ethyl-7-methyl-4H-benzo[5,6]cyclohepta[1,2-d]thiazol-4-ol). Reaction SMILES: [BH4-].[Na+].[CH2:3]([C:5]1[S:6][C:7]2[CH:14]=[CH:13][C:12]3[CH:15]=[C:16]([CH3:19])[CH:17]=[CH:18][C:11]=3[C:10](=[O:20])[C:8]=2[N:9]=1)[CH3:4]>ClCCl.C(O)C>[CH2:3]([C:5]1[S:6][C:7]2[CH:14]=[CH:13][C:12]3[CH:15]=[C:16]([CH3:19])[CH:17]=[CH:18][C:11]=3[CH:10]([OH:20])[C:8]=2[N:9]=1)[CH3:4] |f:0.1|. Reported procedure: Sodium borohydride (78 mg) was added to a stirred solution of the product from step (ii) (0.87 g) in dichloromethane (4 ml) and ethanol (16 ml) at 5° C. The reaction mixture was stirred for 2.5 h, warmed to room temperature and left for 2 h before a further 200 mg of sodium borohydride was added. The reaction mixture was quenched with 1M sodium hydroxide solution then partitioned between dichloromethane and water. The organic phase was washed with water, dried (MgSO4) and evaporated under reduce... Starting materials: Brc1nccs1, CCOC1CN(c2ncccn2)CC1Nc1nc(CC)c(-c2ccc(OC)nc2C)nc1CC, CCOC1CNCC1Nc1nc(CC)c(-c2cnc(N(C)C)cc2C)nc1CC. Yields the product CCOC1CN(c2nccs2)CC1Nc1nc(CC)c(-c2cnc(N(C)C)cc2C)nc1CC. Reaction SMILES: [Br:35][c:36]1[s:37][cH:38][cH:39][n:40]1.[CH2:1]([O:2][CH:3]1[CH2:4][N:5]([c:6]2[n:7][cH:8][cH:9][cH:10][n:11]2)[CH2:12][CH:13]1[NH:14][c:15]1[c:16]([CH2:17][CH3:18])[n:19][c:20](-[c:21]2[c:22]([CH3:23])[n:24][c:25]([O:26][CH3:27])[cH:28][cH:29]2)[c:30]([CH2:31][CH3:32])[n:33]1)[CH3:34].[CH3:41][N:42]([c:43]1[cH:44][c:45]([CH3:68])[c:46](-[c:49]2[n:50][c:51]([CH2:66][CH3:67])[c:52]([NH:57][CH:58]3[CH2:59][NH:60][CH2:61][CH:62]3[O:63][CH2:64][CH3:65])[n:53][c:54]2[CH2:55][CH3:56])[cH:47][n:48]1)[CH3:69]>>[c:36]1([N:60]2[CH2:59][CH:58]([NH:57][c:52]3[c:51]([CH2:66][CH3:67])[n:50][c:49](-[c:46]4[c:45]([CH3:68])[cH:44][c:43]([N:42]([CH3:41])[CH3:69])[n:48][cH:47]4)[c:54]([CH2:55][CH3:56])[n:53]3)[CH:62]([O:63][CH2:64][CH3:65])[CH2:61]2)[s:37][cH:38][cH:39][n:40]1.